Dataset: the Open Reaction Database (ORD), a public repository of structured organic reaction records. Task: describe an organic reaction: reactants, conditions, products, and yield Starting materials: c1ccc2c(c1)CCNC2, O=c1n(CCCCl)nc(CCc2cc(C(F)(F)F)cc(C(F)(F)F)c2)n1Cc1ccccc1. The product is Cl, O=c1n(CCCN2CCc3ccccc3C2)nc(CCc2cc(C(F)(F)F)cc(C(F)(F)F)c2)n1Cc1ccccc1. As a reaction SMILES: [CH2:34]1[NH:35][CH2:36][CH2:37][c:38]2[cH:39][cH:40][cH:41][cH:42][c:43]21.[F:1][C:2]([c:3]1[cH:4][c:5]([CH2:6][CH2:7][c:8]2[n:9][n:10]([CH2:21][CH2:22][CH2:23][Cl:24])[c:11](=[O:20])[n:12]2[CH2:13][c:14]2[cH:15][cH:16][cH:17][cH:18][cH:19]2)[cH:25][c:26]([C:28]([F:29])([F:30])[F:31])[cH:27]1)([F:32])[F:33]>>[ClH:24].[F:1][C:2]([c:3]1[cH:4][c:5]([CH2:6][CH2:7][c:8]2[n:9][n:10]([CH2:21][CH2:22][CH2:23][N:35]3[CH2:34][c:43]4[c:38]([cH:39][cH:40][cH:41][cH:42]4)[CH2:37][CH2:36]3)[c:11](=[O:20])[n:12]2[CH2:13][c:14]2[cH:15][cH:16][cH:17][cH:18][cH:19]2)[cH:25][c:26]([C:28]([F:29])([F:30])[F:31])[cH:27]1)([F:32])[F:33]. The reactants are C(C)C=1C=C2CC(CC2=CC1)(C)NC(C1=CC=CC=C1)=O (N-(5-ethyl-2-methyl-indan-2-yl)-benzamide), C(C)(=O)C=1C=C2CC(CC2=CC1)(C)NC(C1=CC=CC=C1)=O (N-(5-acetyl-2-methyl-indan-2-yl)-benzamide). The product is C(C)(=O)C=1C=C2CC(CC2=CC1CC)(C)NC(C1=CC=CC=C1)=O (N-(5-Acetyl-6-ethyl-2-methyl-indan-2-yl)-benzamide), C(C)C=1C=C2CC(CC2=CC1)(C)NC(C1=CC=CC=C1)=O (N-(5-Ethyl-2-methyl-indan-2-yl)-benzamide). RXN SMILES: [CH2:1]([C:3]1[CH:4]=[C:5]2[C:9](=[CH:10][CH:11]=1)[CH2:8][C:7]([NH:13][C:14](=[O:21])[C:15]1[CH:20]=[CH:19][CH:18]=[CH:17][CH:16]=1)([CH3:12])[CH2:6]2)[CH3:2].[C:22]([C:25]1[CH:26]=[C:27]2[C:31](=[CH:32][CH:33]=1)[CH2:30][C:29]([NH:35][C:36](=[O:43])[C:37]1[CH:42]=[CH:41][CH:40]=[CH:39][CH:38]=1)([CH3:34])[CH2:28]2)(=[O:24])[CH3:23]>>[C:22]([C:11]1[CH:10]=[C:9]2[C:5](=[CH:4][C:3]=1[CH2:1][CH3:2])[CH2:6][C:7]([NH:13][C:14](=[O:21])[C:15]1[CH:16]=[CH:17][CH:18]=[CH:19][CH:20]=1)([CH3:12])[CH2:8]2)(=[O:24])[CH3:23].[CH2:22]([C:25]1[CH:26]=[C:27]2[C:31](=[CH:32][CH:33]=1)[CH2:30][C:29]([NH:35][C:36](=[O:43])[C:37]1[CH:38]=[CH:39][CH:40]=[CH:41][CH:42]=1)([CH3:34])[CH2:28]2)[CH3:23]. Reported procedure: N-(5-Acetyl-6-ethyl-2-methyl-indan-2-yl)-benzamide is prepared from N-(5-ethyl-2-methyl-indan-2-yl)-benzamide (2.6 g) following the procedure used to prepare N-(5-acetyl-2-methyl-indan-2-yl)-benzamide. The product is purified by chromatography (silica, hexane/ethyl acetate, 4:1) to give the title compound. ES+ MS m/e 322 (MH+) The reactants are NC=1C=CC(=C(C1)[C@@]12N=C(SC[C@@H]1[C@H](OC2)C(F)(F)F)NC(OC(C)(C)C)=O)F (tert-butyl [(4aS,5S,7aS)-7a-(5-amino-2-fluorophenyl)-5-trifluoromethyl-4a,5,7,7a-tetrahydro-4H-furo[3,4-d][1,3]thiazin-2-yl]carbamate), CC=1N=CC(=NC1)C(=O)O (5-methyl-pyrazine-2-carboxylic acid). Yields the product NC=1SC[C@H]2[C@@](N1)(CO[C@@H]2C(F)(F)F)C=2C=C(C=CC2F)NC(=O)C2=NC=C(N=C2)C (N-(3-((4aS,5S,7aS)-2-amino-5-(trifluoromethyl)-4a,5,7,7a-tetrahydro-4H-furo[3,4-d][1,3]thiazin-7a-yl)-4-fluorophenyl)-5-methylpyrazine-2-carboxamide). As a reaction SMILES: [NH2:1][C:2]1[CH:3]=[CH:4][C:5]([F:29])=[C:6]([C@:8]23[CH2:16][O:15][C@H:14]([C:17]([F:20])([F:19])[F:18])[C@H:13]2[CH2:12][S:11][C:10]([NH:21]C(=O)OC(C)(C)C)=[N:9]3)[CH:7]=1.[CH3:30][C:31]1[N:32]=[CH:33][C:34]([C:37](O)=[O:38])=[N:35][CH:36]=1>>[NH2:21][C:10]1[S:11][CH2:12][C@@H:13]2[C@@H:14]([C:17]([F:19])([F:20])[F:18])[O:15][CH2:16][C@:8]2([C:6]2[CH:7]=[C:2]([NH:1][C:37]([C:34]3[CH:33]=[N:32][C:31]([CH3:30])=[CH:36][N:35]=3)=[O:38])[CH:3]=[CH:4][C:5]=2[F:29])[N:9]=1. Reported procedure: Synthesized from tert-butyl [(4aS,5S,7aS)-7a-(5-amino-2-fluorophenyl)-5-trifluoromethyl-4a,5,7,7a-tetrahydro-4H-furo[3,4-d][1,3]thiazin-2-yl]carbamate and 5-methyl-pyrazine-2-carboxylic acid according to the general procedure. 1H NMR (400 MHz, CDCl3) δ ppm 2.72 (s, 3H), 2.88 (dd, J=13.6, 3.8 Hz, 1H), 3.21 (dd, J=13.6, 3.0 Hz, 1H), 3.42-3.49 (m, 1H), 3.94 (d, J=8.3 Hz, 1H), 4.39-4.80 (m, 4H), 7.14 (dd, J=11.9, 8.8 Hz, 1H), 7.62 (dd, J=7.1, 2.8 Hz, 1H), 7.93-7.99 (m, 1H), 8.46 (d, J=1.0 Hz, 1H), 9...